From a dataset of the Open Reaction Database (ORD), a public repository of structured organic reaction records. describe an organic reaction: reactants, conditions, products, and yield The reactants are C(#N)C(C(=O)N)C1OC(C(=C1Cl)Cl)=O (2-cyano-2-(3,4-dichloro-5-oxo-2,5-dihydrofuran-2-yl)acetamide), NCC1=C(C=CC(=C1)F)S(=O)(=O)NCCOC (2-(aminomethyl)-4-fluoro-N-(2-methoxyethyl)benzenesulfonamide), C([O-])([O-])=O.[K+].[K+] (potassium carbonate). The solvent is C(C)O (ethanol). Reaction conditions: temperature 70 celsius, time 8 hour. Yields the product Cl.ClC=1C=C(C(N(C1)CC1=C(C=CC(=C1)F)S(NCCOC)(=O)=O)=N)C(=O)N (5-chloro-1-{5-fluoro-2-[(2-methoxyethyl)sulfamoyl]benzyl}-2-imino-1,2-dihydropyridine-3-carboxamide hydrochloride). Isolated yield 75.2%. As a reaction SMILES: [C:1]([CH:3]([CH:7]1[C:11]([Cl:12])=[C:10](Cl)C(=O)O1)[C:4]([NH2:6])=[O:5])#[N:2].[NH2:15][CH2:16][C:17]1[CH:22]=[C:21]([F:23])[CH:20]=[CH:19][C:18]=1[S:24]([NH:27][CH2:28][CH2:29][O:30][CH3:31])(=[O:26])=[O:25].C(=O)([O-])[O-].[K+].[K+]>C(O)C>[ClH:12].[Cl:12][C:11]1[CH:7]=[C:3]([C:4]([NH2:6])=[O:5])[C:1](=[NH:2])[N:15]([CH2:16][C:17]2[CH:22]=[C:21]([F:23])[CH:20]=[CH:19][C:18]=2[S:24](=[O:25])(=[O:26])[NH:27][CH2:28][CH2:29][O:30][CH3:31])[CH:10]=1 |f:2.3.4,6.7|. Reported procedure: (Step 2) A suspension of 2-cyano-2-(3,4-dichloro-5-oxo-2,5-dihydrofuran-2-yl)acetamide (0.4 g), 2-(aminomethyl)-4-fluoro-N-(2-methoxyethyl)benzenesulfonamide obtained in Step 1 (0.61 g) and potassium carbonate (0.71 g) in ethanol (10 ml) was stirred overnight at 70° C. The reaction solution was filtered through celite, and concentrated under reduced pressure. The residue was purified by basic silica gel column chromatography (ethyl acetate:hexane=7:3→4:0). The obtained residue was dissolved in m... The reactants are ClC1=CC=C(C(=O)N2C(=C(C3=CC(=CC=C23)OC)CNO)C)C=C1 (1-(4-chlorobenzoyl)-N-hydroxy-5-methoxy-2-methyl-1H-indole-3-methanamine), CN(C(=O)Cl)C (dimethylcarbamoyl chloride), C(C)(=O)[O-].[Na+] (sodium acetate). The product is ClC1=CC=C(C(=O)N2C(=C(C3=CC(=CC=C23)OC)CN(O)C(=O)N(C)C)C)C=C1 (1-(4-chlorobenzoyl)-N-[(dimethylamino)carbonyl]-N-hydroxy-5-methoxy-2-methyl-1H-indole-3-methanamine). Isolated yield 30.0%. As a reaction SMILES: [Cl:1][C:2]1[CH:24]=[CH:23][C:5]([C:6]([N:8]2[C:16]3[C:11](=[CH:12][C:13]([O:17][CH3:18])=[CH:14][CH:15]=3)[C:10]([CH2:19][NH:20][OH:21])=[C:9]2[CH3:22])=[O:7])=[CH:4][CH:3]=1.[CH3:25][N:26]([CH3:30])[C:27](Cl)=[O:28].C([O-])(=O)C.[Na+]>>[Cl:1][C:2]1[CH:24]=[CH:23][C:5]([C:6]([N:8]2[C:16]3[C:11](=[CH:12][C:13]([O:17][CH3:18])=[CH:14][CH:15]=3)[C:10]([CH2:19][N:20]([C:27]([N:26]([CH3:30])[CH3:25])=[O:28])[OH:21])=[C:9]2[CH3:22])=[O:7])=[CH:4][CH:3]=1 |f:2.3|. Procedure details: According to the procedure of Example 62, 1-(4-chlorobenzoyl)-N-hydroxy-5-methoxy-2-methyl-1H-indole-3-methanamine is reacted with 14 eq of dimethylcarbamoyl chloride and 3.5 eq of sodium acetate (added in portions). The crude product is purified by column chromatography (silica gel, 1:4/ethyl acetate:methylene chloride). Recrystallization from methylene chloride:hexane, followed by column chromatography (silica gel, ether) and recrystallization from methanol:water gives pure 1-(4-chlorobenzoyl)... The reactants are [N-]=[N+]=[N-].[Na+] (sodium azide), ClCC(=O)NC=1C2=CC=CC=C2N=C2CCCCC12 (9-chloroacetylamino-1,2,3,4-tetrahydroacridine), O (water). Run in CN(C=O)C (dimethylformamide). Yields the product N(=[N+]=[N-])CC(=O)NC=1C2=CC=CC=C2N=C2CCCCC12 (9-azidoacetylamino-1,2,3,4-tetrahydroacridine). The yield is 94.7%. Reaction SMILES: [N-:1]=[N+:2]=[N-:3].[Na+].Cl[CH2:6][C:7]([NH:9][C:10]1[C:11]2[C:16]([N:17]=[C:18]3[C:23]=1[CH2:22][CH2:21][CH2:20][CH2:19]3)=[CH:15][CH:14]=[CH:13][CH:12]=2)=[O:8].O>CN(C)C=O>[N:1]([CH2:6][C:7]([NH:9][C:10]1[C:11]2[C:16]([N:17]=[C:18]3[C:23]=1[CH2:22][CH2:21][CH2:20][CH2:19]3)=[CH:15][CH:14]=[CH:13][CH:12]=2)=[O:8])=[N+:2]=[N-:3] |f:0.1|. Reported procedure: In 40 ml of dimethylformamide was suspended 2.84 g of sodium azide, and 10 g of 9-chloroacetylamino-1,2,3,4-tetrahydroacridine was added thereto and the mixture was reacted at room temperature for 2 hours. After addition of 32 ml of water to the mixture, precipitated crystals were filtered to give 9.7 g of 9-azidoacetylamino-1,2,3,4-tetrahydroacridine. Melting point: 190° C. (decomposed). These crystals were suspended in 500 ml of methanol, and hydrogenolysis was carried out by adding 0.5 g of p... The reactants are P(OCC)(OCC)OCC (Triethyl phosphite), IC1=C(CCl)C=CC=C1 (2-iodobenzyl chloride). The solvent is C=1(C(=CC=CC1)C)C (xylene). Conditions: time 24 hour. Yields the product C(C)OP(OCC)(=O)CC1=C(C=CC=C1)I ((2-Iodo-benzyl)-phosphonic acid diethyl ester). As a reaction SMILES: [P:1]([O:8][CH2:9][CH3:10])([O:5][CH2:6][CH3:7])[O:2]CC.[I:11][C:12]1[CH:19]=[CH:18][CH:17]=[CH:16][C:13]=1[CH2:14]Cl>C1(C)C(C)=CC=CC=1>[CH2:9]([O:8][P:1]([CH2:14][C:13]1[CH:16]=[CH:17][CH:18]=[CH:19][C:12]=1[I:11])(=[O:2])[O:5][CH2:6][CH3:7])[CH3:10]. Procedure: Triethyl phosphite (ca 66.6 ml; 94% pure; ca. 396.8 mmol) and 2-iodobenzyl chloride 1 (100 g, 400 mmol; melted prior to use) were mixed with xylene (65 ml) in a 250 ml roundbottomed flask. The clear solution was heated to reflux while stirring for 24 hours. The reaction was followed by GC and 1H-NMR (CDCl3). The disappearing proton resonance of 2H, s, CH2I at 4.73 ppm and the new 2H, d, CH2PO(OEt)2 at 3.47 ppm were indicative for the progress of the reaction. Reactants: O=C([O-])[O-], CNCCCCCC(=O)O, COC(=O)Cl, Cl, [K+], [K+], C1COCCO1, O. Reaction SMILES: [C:11](=[O:12])([O-:13])[O-:14].[CH3:1][NH:2][CH2:3][CH2:4][CH2:5][CH2:6][CH2:7][C:8](=[O:9])[OH:10].[Cl:17][C:18](=[O:19])[O:20][CH3:21].[ClH:22].[K+:15].[K+:16].[O:24]1[CH2:25][CH2:26][O:27][CH2:28][CH2:29]1.[OH2:23]>>[CH3:1][N:2]([CH2:3][CH2:4][CH2:5][CH2:6][CH2:7][C:8](=[O:9])[OH:10])[C:18](=[O:19])[O:20][CH3:21]. Yields the product COC(=O)N(C)CCCCCC(=O)O. Starting materials: O=C([O-])[O-], Cc1ccc(S(=O)(=O)OCCOCC(F)F)cc1, CCOCC, OCC1OC(c2ccc(Cl)c(Cc3ccc(O)cc3)c2)C(O)C(O)C1O, [Cs+], [Cs+], CN(C)C=O. Yields the product OCC1OC(c2ccc(Cl)c(Cc3ccc(OCCOCC(F)F)cc3)c2)C(O)C(O)C1O. RXN SMILES: [C:45](=[O:46])([O-:47])[O-:48].[CH3:1][c:2]1[cH:3][cH:4][c:5]([S:6]([O:7][CH2:12][CH2:13][O:14][CH2:15][CH:16]([F:17])[F:18])(=[O:8])=[O:9])[cH:10][cH:11]1.[CH3:56][CH2:57][O:58][CH2:59][CH3:60].[Cl:19][c:20]1[c:21]([CH2:37][c:38]2[cH:39][cH:40][c:41]([OH:44])[cH:42][cH:43]2)[cH:22][c:23]([CH:26]2[O:27][CH:28]([CH2:35][OH:36])[CH:29]([OH:34])[CH:30]([OH:33])[CH:31]2[OH:32])[cH:24][cH:25]1.[Cs+:49].[Cs+:50].[O:51]=[CH:52][N:53]([CH3:54])[CH3:55]>>[CH2:12]([CH2:13][O:14][CH2:15][CH:16]([F:17])[F:18])[O:44][c:41]1[cH:40][cH:39][c:38]([CH2:37][c:21]2[c:20]([Cl:19])[cH:25][cH:24][c:23]([CH:26]3[O:27][CH:28]([CH2:35][OH:36])[CH:29]([OH:34])[CH:30]([OH:33])[CH:31]3[OH:32])[cH:22]2)[cH:43][cH:42]1. Reactants: C(#N)C=1C=C(C=CC1)B(O)O (3-cyanophenyl boronic acid), ClC=1N=NC(=CC1)Cl (3,6-dichloropyridazine), C([O-])([O-])=O.[K+].[K+] (potassium carbonate). Reagents/catalysts: C1=CC=C(C=C1)[PH+](C2=CC=CC=C2)[C]3[CH][CH][CH][CH]3.C1=CC=C(C=C1)[PH+](C2=CC=CC=C2)[C]3[CH][CH][CH][CH]3.C(Cl)Cl.Cl[Pd]Cl.[Fe] (dichloro[1,1′-bis(diphenylphosphino)ferrocene]palladium(II) dichloromethane adduct). Run in O1CCOCC1 (1,4-dioxane), O (water). Run at temperature 90 celsius. The product is ClC1=CC=C(N=N1)C=1C=C(C#N)C=CC1 (3-(6-Chloro-pyridazin-3-yl)-benzonitrile). Isolated yield 45.5%. As a reaction SMILES: [C:1]([C:3]1[CH:4]=[C:5](B(O)O)[CH:6]=[CH:7][CH:8]=1)#[N:2].[Cl:12][C:13]1[N:14]=[N:15][C:16](Cl)=[CH:17][CH:18]=1.C(=O)([O-])[O-].[K+].[K+]>O1CCOCC1.O.C1C=CC([PH+]([C]2[CH][CH][CH][CH]2)C2C=CC=CC=2)=CC=1.C1C=CC([PH+]([C]2[CH][CH][CH][CH]2)C2C=CC=CC=2)=CC=1.C(Cl)Cl.Cl[Pd]Cl.[Fe]>[Cl:12][C:13]1[N:14]=[N:15][C:16]([C:7]2[CH:8]=[C:3]([CH:4]=[CH:5][CH:6]=2)[C:1]#[N:2])=[CH:17][CH:18]=1 |f:2.3.4,7.8.9.10.11,^1:37,38,39,40,41,55,56,57,58,59|. Procedure: Nitrogen gas was bubbled through a mixture of 3-cyanophenyl boronic acid (90.0 g, 612 mmol), 3,6-dichloropyridazine (1.2 eq, 109.4 g, 735 mmol), potassium carbonate (3.0 eq, 253.5 g, 1.836 mol) in 1,4-dioxane (900 mL) and water (360 mL) for 15 minutes. After such time dichloro[1,1′-bis(diphenylphosphino)ferrocene]palladium(II) dichloromethane adduct (0.06 eq, 26.8 g, 36.7 mmol) was added. Nitrogen bubbled through for further 10 mins then the mixture was heated to 90° C. for 3 hours. The reaction...